This data is from the Open Reaction Database (ORD), a public repository of structured organic reaction records. The task is: describe an organic reaction: reactants, conditions, products, and yield The reactants are BrC=1C(=CC=C2C(=CC(=CC12)C(=O)O)O)C (8-bromo-4-hydroxy-7-methylnaphthalene-2-carboxylic acid). The reagents and catalysts are [C].[Pd] (palladium-carbon). Run in C(C)O (ethanol). Run at time 2 day. The product is OC1=CC(=CC2=CC(=CC=C12)C)C(=O)O (4-Hydroxy-7-methylnaphthalene-2-carboxylic acid). The yield is 98.9%. Reaction SMILES: Br[C:2]1[C:3]([CH3:16])=[CH:4][CH:5]=[C:6]2[C:11]=1[CH:10]=[C:9]([C:12]([OH:14])=[O:13])[CH:8]=[C:7]2[OH:15]>C(O)C.[C].[Pd]>[OH:15][C:7]1[C:6]2[C:11](=[CH:2][C:3]([CH3:16])=[CH:4][CH:5]=2)[CH:10]=[C:9]([C:12]([OH:14])=[O:13])[CH:8]=1 |f:2.3|. Procedure details: To a solution of 8-bromo-4-hydroxy-7-methylnaphthalene-2-carboxylic acid (0.45 g) in ethanol (8 mL) was added palladium-carbon (180 mg) in 3 parts, and the mixture was stirred at room temperature for 2 days under a hydrogen atmosphere. The insoluble material was removed by filtering through a Celite pad, and the filtrate was concentrated to give the title compound (0.32 g). Reported procedure: Ethylene chlorohydrin (20.2 g, 0.25M) was added to a solution of 2-hydroxy-3-ethyl-5,6,7,8-tetrahydro quinoxaline (8.90 g, 50 mM) in dilute aqueous 5N NaOH (50 ml) and t-butanol (150 ml), and stirred at 60° C. for 3 hours. The t-butanol was distilled off in vacuo. Water was added to the residue, which residue was then extracted three times with chloroform, dried with anhydrous sodium sulfate and concentrated in vacuo. The residue was charged on a column of silica-gel (C-200, 170 g) packed with c... Run at temperature 60 celsius, time 3 hour. RXN SMILES: [CH2:1](Cl)[CH2:2][OH:3].[OH:5][C:6]1[C:15]([CH2:16][CH3:17])=[N:14][C:13]2[CH2:12][CH2:11][CH2:10][CH2:9][C:8]=2[N:7]=1.[OH-].[Na+]>C(O)(C)(C)C>[OH:3][CH2:2][CH2:1][N:7]1[C:8]2[CH2:9][CH2:10][CH2:11][CH2:12][C:13]=2[N:14]=[C:15]([CH2:16][CH3:17])[C:6]1=[O:5] |f:2.3|. Solvent: C(C)(C)(C)O (t-butanol). Isolated yield 83.8%. The product is OCCN1C(C(=NC=2CCCCC12)CC)=O (1-(2-hydroxyethyl)-3-ethyl-2-oxo-1,2,5,6,7,8-hexahydroquinoxaline). Starting materials: C(CO)Cl (Ethylene chlorohydrin), OC1=NC=2CCCCC2N=C1CC (2-hydroxy-3-ethyl-5,6,7,8-tetrahydro quinoxaline), [OH-].[Na+] (NaOH). Reactants: Nc1ncc2c(n1)C1(CCCCC1)Oc1c(Br)cccc1-2, [C-]#N, [C-]#N, CN(C)CCN(C)C, O=C(C=Cc1ccccc1)C=Cc1ccccc1, O=C(C=Cc1ccccc1)C=Cc1ccccc1, CN(C)C=O, O=C(C=Cc1ccccc1)C=Cc1ccccc1, O, [Pd], [Pd], [Zn+2], CC1(C)c2cccc(P(c3ccccc3)c3ccccc3)c2Oc2c(P(c3ccccc3)c3ccccc3)cccc21. The product is N#Cc1cccc2c1OC1(CCCCC1)c1nc(N)ncc1-2. As a reaction SMILES: [Br:1][c:2]1[cH:3][cH:4][cH:5][c:6]2[c:7]1[O:8][C:9]1([c:10]3[n:11][c:12]([NH2:16])[n:13][cH:14][c:15]3-2)[CH2:17][CH2:18][CH2:19][CH2:20][CH2:21]1.[C-:78]#[N:79].[C-:81]#[N:82].[CH3:22][N:23]([CH3:24])[CH2:25][CH2:26][N:27]([CH3:28])[CH3:29].[O:103]=[C:104]([CH:105]=[CH:106][c:107]1[cH:108][cH:109][cH:110][cH:111][cH:112]1)[CH:113]=[CH:114][c:115]1[cH:116][cH:117][cH:118][cH:119][cH:120]1.[O:121]=[C:122]([CH:123]=[CH:124][c:125]1[cH:126][cH:127][cH:128][cH:129][cH:130]1)[CH:131]=[CH:132][c:133]1[cH:134][cH:135][cH:136][cH:137][cH:138]1.[O:72]=[CH:73][N:74]([CH3:75])[CH3:76].[O:85]=[C:86]([CH:87]=[CH:88][c:89]1[cH:90][cH:91][cH:92][cH:93][cH:94]1)[CH:95]=[CH:96][c:97]1[cH:98][cH:99][cH:100][cH:101][cH:102]1.[OH2:77].[Pd:83].[Pd:84].[Zn+2:80].[c:30]1([P:31]([c:32]2[cH:33][cH:34][cH:35][cH:36][cH:37]2)[c:38]2[c:39]3[c:63]([cH:64][cH:65][cH:66]2)[C:60]([CH3:61])([CH3:62])[c:42]2[c:41]([c:46]([P:47]([c:48]4[cH:49][cH:50][cH:51][cH:52][cH:53]4)[c:54]4[cH:55][cH:56][cH:57][cH:58][cH:59]4)[cH:45][cH:44][cH:43]2)[O:40]3)[cH:67][cH:68][cH:69][cH:70][cH:71]1>>[c:2]1([C:22]#[N:23])[cH:3][cH:4][cH:5][c:6]2[c:7]1[O:8][C:9]1([c:10]3[n:11][c:12]([NH2:16])[n:13][cH:14][c:15]3-2)[CH2:17][CH2:18][CH2:19][CH2:20][CH2:21]1. Starting materials: COCCO, Cc1cc(N2CC(S(=O)(=O)c3ccc(F)cc3Cl)CC2C(=O)NC2(C#N)CC2)n(C2CCOCC2)n1. The product is COCCOc1ccc(S(=O)(=O)C2CC(C(=O)NC3(C#N)CC3)N(c3cc(C)nn3C3CCOCC3)C2)c(Cl)c1. Reaction SMILES: [CH3:37][O:38][CH2:39][CH2:40][OH:41].[Cl:1][c:2]1[c:3]([S:9](=[O:10])(=[O:11])[CH:12]2[CH2:13][CH:14]([C:29](=[O:30])[NH:31][C:32]3([C:35]#[N:36])[CH2:33][CH2:34]3)[N:15]([c:17]3[cH:18][c:19]([CH3:28])[n:20][n:21]3[CH:22]3[CH2:23][CH2:24][O:25][CH2:26][CH2:27]3)[CH2:16]2)[cH:4][cH:5][c:6]([F:8])[cH:7]1>>[Cl:1][c:2]1[c:3]([S:9](=[O:10])(=[O:11])[CH:12]2[CH2:13][CH:14]([C:29](=[O:30])[NH:31][C:32]3([C:35]#[N:36])[CH2:33][CH2:34]3)[N:15]([c:17]3[cH:18][c:19]([CH3:28])[n:20][n:21]3[CH:22]3[CH2:23][CH2:24][O:25][CH2:26][CH2:27]3)[CH2:16]2)[cH:4][cH:5][c:6]([O:41][CH2:40][CH2:39][O:38][CH3:37])[cH:7]1. Product: CC(C)(C)OC(=O)NCC1CCCN(c2ccc(C#N)c3ccccc23)C1. RXN SMILES: [C:1](#[N:2])[c:3]1[cH:4][cH:5][c:6]([F:13])[c:7]2[cH:8][cH:9][cH:10][cH:11][c:12]12.[CH2:29]1[CH2:30][CH2:31][C:32]2=[N:37][CH2:36][CH2:35][CH2:34][N:33]2[CH2:38][CH2:39]1.[NH:14]1[CH2:15][CH:16]([CH2:20][NH:21][C:22]([O:23][C:24]([CH3:25])([CH3:26])[CH3:27])=[O:28])[CH2:17][CH2:18][CH2:19]1.[cH:40]1[cH:41][cH:42][n:43][cH:44][cH:45]1>>[C:1](#[N:2])[c:3]1[cH:4][cH:5][c:6]([N:14]2[CH2:15][CH:16]([CH2:20][NH:21][C:22]([O:23][C:24]([CH3:25])([CH3:26])[CH3:27])=[O:28])[CH2:17][CH2:18][CH2:19]2)[c:7]2[cH:8][cH:9][cH:10][cH:11][c:12]12. Starting materials: N#Cc1ccc(F)c2ccccc12, C1CCC2=NCCCN2CC1, CC(C)(C)OC(=O)NCC1CCCNC1, c1ccncc1. Reactants: ClC=1C=C2C=3C=CN=CC3NC2=C(C1)NC(=O)[C@@H]1COC(CN1CC(=O)O)(C)C ([(S)-5-(6-Chloro-9H-beta-carbolin-8-ylcarbamoyl)-2,2-dimethyl-morpholin-4-yl]-acetic acid), NC=1C=NC=CC1 (3-aminopyridine). Product: ClC=1C=C2C=3C=CN=CC3NC2=C(C1)NC(=O)[C@H]1N(CC(OC1)(C)C)CC(NC=1C=NC=CC1)=O ((S)-6,6-Dimethyl-4-(pyridin-3-ylcarbamoylmethyl)-morpholine-3-carboxylic acid (6-chloro-9H-beta-carbolin-8-yl)-amide), hydrochloride salt. The yield is 55.0%. As a reaction SMILES: [Cl:1][C:2]1[CH:3]=[C:4]2[C:12](=[C:13]([NH:15][C:16]([C@H:18]3[N:23]([CH2:24][C:25](O)=[O:26])[CH2:22][C:21]([CH3:29])([CH3:28])[O:20][CH2:19]3)=[O:17])[CH:14]=1)[NH:11][C:10]1[CH:9]=[N:8][CH:7]=[CH:6][C:5]2=1.[NH2:30][C:31]1[CH:32]=[N:33][CH:34]=[CH:35][CH:36]=1>>[Cl:1][C:2]1[CH:3]=[C:4]2[C:12](=[C:13]([NH:15][C:16]([C@@H:18]3[CH2:19][O:20][C:21]([CH3:28])([CH3:29])[CH2:22][N:23]3[CH2:24][C:25](=[O:26])[NH:30][C:31]3[CH:32]=[N:33][CH:34]=[CH:35][CH:36]=3)=[O:17])[CH:14]=1)[NH:11][C:10]1[CH:9]=[N:8][CH:7]=[CH:6][C:5]2=1. Procedure details: The desired compound was prepared according to Method F from [(S)-5-(6-Chloro-9H-beta-carbolin-8-ylcarbamoyl)-2,2-dimethyl-morpholin-4-yl]-acetic acid and 3-aminopyridine. The product was isolated as hydrochloride salt in 55% yield. Starting materials: C(#N)C1=CC=CC2=C1CC(C1=C(S2)C=CC(=C1)OC)=O (9-cyano-2-methoxy-10,11-dihydro-11-oxo-dibenzo-[b,f]thiepin), O.NN (hydrazine hydrate). Run in C(C)O (ethanol), O1CCOCC1 (dioxane). Run at time 7.5 hour. Yields the product C(#N)C1=CC=CC2=C1CC(C1=C(S2)C=CC(=C1)OC)=NN (9-cyano-2-methoxy-10,11-dihydro-11-oxo-dibenzo[b,f]thiepin hydrazone). Yield: 79.4%. As a reaction SMILES: [C:1]([C:3]1[C:8]2[CH2:9][C:10](=O)[C:11]3[CH:17]=[C:16]([O:18][CH3:19])[CH:15]=[CH:14][C:12]=3[S:13][C:7]=2[CH:6]=[CH:5][CH:4]=1)#[N:2].O.[NH2:22][NH2:23]>C(O)C.O1CCOCC1>[C:1]([C:3]1[C:8]2[CH2:9][C:10](=[N:22][NH2:23])[C:11]3[CH:17]=[C:16]([O:18][CH3:19])[CH:15]=[CH:14][C:12]=3[S:13][C:7]=2[CH:6]=[CH:5][CH:4]=1)#[N:2] |f:1.2|. Procedure details: 900mg of 9-cyano-2-methoxy-10,11-dihydro-11-oxo-dibenzo-[b,f]thiepin was dissolved in the mixed solvent of 8ml of ethanol and 8ml of dioxane. To this was added 1.0g of 100% hydrazine hydrate and the resulting mixture was refluxed with stirring for 7.5 hours. After the completion of reaction, the solvent was distilled off to obtain the residue, which was washed with a small amount of ethanol, and there was obtained 750mg of 9-cyano-2-methoxy-10,11-dihydro-11-oxo-dibenzo[b,f]thiepin hydrazone as c... Starting materials: [BH4-], C#CCSc1c(F)cccc1C1=NC(C)(C)CO1, ClCCl, C1CCOC1, CI, CCO, Cl, [Na+], O. Product: C#CCSc1c(F)cccc1C=O. As a reaction SMILES: [BH4-:21].[CH2:1]([C:2]#[CH:3])[S:4][c:5]1[c:6]([C:12]2=[N:18][C:15]([CH3:16])([CH3:17])[CH2:14][O:13]2)[cH:7][cH:8][cH:9][c:10]1[F:11].[CH2:24]([Cl:25])[Cl:26].[CH2:30]1[O:31][CH2:32][CH2:33][CH2:34]1.[CH3:19][I:20].[CH3:27][CH2:28][OH:29].[ClH:23].[Na+:22].[OH2:35]>>[CH2:1]([C:2]#[CH:3])[S:4][c:5]1[c:6]([CH:12]=[O:13])[cH:7][cH:8][cH:9][c:10]1[F:11]. Reactants: BrC1=C([C@H](CC1)CCCC1=CC=C(S1)C(=O)O)C1=CC=C(C=C1)C(CCCCC)O (5-(3-{(S)-3-Bromo-2-[4-(1-hydroxy-hexyl)-phenyl]-cyclopent-2-enyl}-propyl)-thiophene-2-carboxylic acid), [Li]C(C)(C)C (tert-BuLi), [Li]C(C)(C)C (tert-BuLi), [NH4+].[Cl-] (NH4Cl). The solvent is C1CCOC1 (THF), C1CCOC1 (THF). Conditions: temperature -40 celsius, time 30 minute. The product is OC(CCCCC)C1=CC=C(C=C1)C=1[C@H](CCC1)CCCC1=CC=C(S1)C(=O)O (5-(3-{(S)-2-[4-(1-Hydroxy-hexyl)-phenyl]-cyclopent-2-enyl}-propyl)-thiophene-2-carboxylic acid). Isolated yield 50.0%. RXN SMILES: Br[C:2]1[CH2:6][CH2:5][C@H:4]([CH2:7][CH2:8][CH2:9][C:10]2[S:14][C:13]([C:15]([OH:17])=[O:16])=[CH:12][CH:11]=2)[C:3]=1[C:18]1[CH:23]=[CH:22][C:21]([CH:24]([OH:30])[CH2:25][CH2:26][CH2:27][CH2:28][CH3:29])=[CH:20][CH:19]=1.[Li]C(C)(C)C.[NH4+].[Cl-]>C1COCC1>[OH:30][CH:24]([C:21]1[CH:22]=[CH:23][C:18]([C:3]2[C@@H:4]([CH2:7][CH2:8][CH2:9][C:10]3[S:14][C:13]([C:15]([OH:17])=[O:16])=[CH:12][CH:11]=3)[CH2:5][CH2:6][CH:2]=2)=[CH:19][CH:20]=1)[CH2:25][CH2:26][CH2:27][CH2:28][CH3:29] |f:2.3|. Procedure details: A −78° C. solution of 9 (10 mg, 0.02 mmol) in THF (0.4 mL) was treated with tert-BuLi (60 μL, 0.01 mmol, 1.7 M/pentane). After 30 min., 2 mL saturated NH4Cl solution was added and the resulting mixture was extracted with dichloromethane (3×20 mL). The combined dichloromethane solution was dried (Na2SO4), filtered and evaporated. The crude product still contained vinyl bromide 9 and so was resubmitted to the reaction conditions: THF (0.2 mL) and tert-BuLi (100 mL,) were added and the reaction was... Starting materials: FC(C=1C=C(C=CC1)O)(F)F (3-trifluoromethylphenol), ClC1=CC=C(C=C1)C(C#N)Br (4-chlorophenyl-α-bromoacetonitrile), C([O-])([O-])=O.[K+].[K+] (potassium carbonate). Solvent: C(Cl)Cl (methylene chloride). Run at temperature 25 celsius. Yields the product FC(C=1C=C(OC(C#N)C2=CC=C(C=C2)Cl)C=CC1)(F)F ((3-trifluoromethylphenoxy)(4-chlorophenyl)acetonitrile). Reaction SMILES: [F:1][C:2]([F:11])([F:10])[C:3]1[CH:4]=[C:5]([OH:9])[CH:6]=[CH:7][CH:8]=1.[Cl:12][C:13]1[CH:18]=[CH:17][C:16]([CH:19](Br)[C:20]#[N:21])=[CH:15][CH:14]=1.C(=O)([O-])[O-].[K+].[K+]>C(Cl)Cl>[F:1][C:2]([F:10])([F:11])[C:3]1[CH:4]=[C:5]([CH:6]=[CH:7][CH:8]=1)[O:9][CH:19]([C:16]1[CH:17]=[CH:18][C:13]([Cl:12])=[CH:14][CH:15]=1)[C:20]#[N:21] |f:2.3.4|. Reported procedure: To a solution of 3-trifluoromethylphenol (16.2 g., 0.1 mole) and 4-chlorophenyl-α-bromoacetonitrile (23.05 g., 0.1 mole) in methylene chloride (200 ml.) is added potassium carbonate (27.6 g., 0.2 mole). The reaction mixture is stirred and heated under reflux for six hours. The reaction mixture is then cooled to 25°C. and washed with water (300 ml.). The organic layer is dried over sodium sulfate, filtered and the solvent removed to afford crude (3-trifluoromethylphenoxy)(4-chlorophenyl)acetonitr...